Dataset: the Open Reaction Database (ORD), a public repository of structured organic reaction records. Task: describe an organic reaction: reactants, conditions, products, and yield Reactants: CC(C)(C)Nc1ccc(B2OC(C)(C)C(C)(C)O2)cc1[N+](=O)[O-], O=C([O-])[O-], CCOC(C)=O, COc1nc(N)ncc1Br, [Na+], [Na+], CN(C)C=O, c1ccc(P(c2ccccc2)(c2ccccc2)[Pd](P(c2ccccc2)(c2ccccc2)c2ccccc2)(P(c2ccccc2)(c2ccccc2)c2ccccc2)P(c2ccccc2)(c2ccccc2)c2ccccc2)cc1. Product: COc1nc(N)ncc1-c1ccc(NC(C)(C)C)c([N+](=O)[O-])c1. Reaction SMILES: [C:1]([CH3:2])([CH3:3])([CH3:4])[NH:5][c:6]1[c:7]([N+:21](=[O:22])[O-:23])[cH:8][c:9]([B:12]2[O:13][C:14]([CH3:15])([CH3:16])[C:17]([CH3:18])([CH3:19])[O:20]2)[cH:10][cH:11]1.[C:34](=[O:35])([O-:36])[O-:37].[CH3:45][CH2:46][O:47][C:48]([CH3:49])=[O:50].[NH2:24][c:25]1[n:26][cH:27][c:28]([Br:33])[c:29]([O:31][CH3:32])[n:30]1.[Na+:38].[Na+:39].[O:40]=[CH:41][N:42]([CH3:43])[CH3:44].[cH:51]1[cH:52][cH:53][c:54]([P:55]([Pd:56]([P:57]([c:58]2[cH:59][cH:60][cH:61][cH:62][cH:63]2)([c:64]2[cH:65][cH:66][cH:67][cH:68][cH:69]2)[c:70]2[cH:71][cH:72][cH:73][cH:74][cH:75]2)([P:76]([c:77]2[cH:78][cH:79][cH:80][cH:81][cH:82]2)([c:83]2[cH:84][cH:85][cH:86][cH:87][cH:88]2)[c:89]2[cH:90][cH:91][cH:92][cH:93][cH:94]2)[P:95]([c:96]2[cH:97][cH:98][cH:99][cH:100][cH:101]2)([c:102]2[cH:103][cH:104][cH:105][cH:106][cH:107]2)[c:108]2[cH:109][cH:110][cH:111][cH:112][cH:113]2)([c:114]2[cH:115][cH:116][cH:117][cH:118][cH:119]2)[c:120]2[cH:121][cH:122][cH:123][cH:124][cH:125]2)[cH:126][cH:127]1>>[C:1]([CH3:2])([CH3:3])([CH3:4])[NH:5][c:6]1[c:7]([N+:21](=[O:22])[O-:23])[cH:8][c:9](-[c:28]2[cH:27][n:26][c:25]([NH2:24])[n:30][c:29]2[O:31][CH3:32])[cH:10][cH:11]1.